The task is: describe an organic reaction: reactants, conditions, products, and yield. This data is from the Open Reaction Database (ORD), a public repository of structured organic reaction records. The reactants are S1(NC(C=2C1=CSC2)=S)(=O)=O (thieno[3,4-d]-isothiazol-3(2H)-thione-1,1-dioxide), IC (iodomethane), C(C)O (ethanol), [OH-].[Na+] (sodium hydroxide). Solvent: O (water). The product is CSC1=NS(C=2C1=CSC2)(=O)=O (3-(Methylthio)Thieno[3,4-d]Isothiazole-1,1-Dioxide). Reaction SMILES: [S:1]1(=[O:11])(=[O:10])[C:5]2=[CH:6][S:7][CH:8]=[C:4]2[C:3](=[S:9])[NH:2]1.[CH2:12](O)C.[OH-].[Na+].IC>O>[CH3:12][S:9][C:3]1[C:4]2=[CH:8][S:7][CH:6]=[C:5]2[S:1](=[O:10])(=[O:11])[N:2]=1 |f:2.3|. Procedure: To a mixture of 0.9 g. (0.0044 mole) of thieno[3,4-d]-isothiazol-3(2H)-thione-1,1-dioxide in 4 ml. of ethanol is added a solution of 0.35 g. (0.0044 mole) of 50% sodium hydroxide in 3 ml. of water. To this thick mixture is added 0.62 g. (0.0044 mole) of iodomethane. The mixture is heated under reflux for 5 minutes, and then filtered to give 0.35 g. of product. On cooling, a second crop of 0.1 g. of material is obtained. A small amount of the first crop is recrystallized from ethanol to afford an... The reactants are CNC1=C(C=C(C(=C1)C)C)[N+](=O)[O-] (N1,4,5-trimethyl-2-nitroaniline), Cl (HCl). Reagents/catalysts: [Fe] (Iron). Run in CO (methanol). Product: CNC=1C(=CC(=C(C1)C)C)N (N1,4,5-trimethylbenzene-1,2-diamine). The yield is 42.0%. As a reaction SMILES: [CH3:1][NH:2][C:3]1[CH:8]=[C:7]([CH3:9])[C:6]([CH3:10])=[CH:5][C:4]=1[N+:11]([O-])=O.Cl>[Fe].CO>[CH3:1][NH:2][C:3]1[C:4]([NH2:11])=[CH:5][C:6]([CH3:10])=[C:7]([CH3:9])[CH:8]=1. Reported procedure: The title compound was prepared according to the procedure described in step-2 of Intermediate-28 by using N1,4,5-trimethyl-2-nitroaniline (0.350 g, 1.9 mmol), methanol (20 mL), Iron powder (1.75 g, 9.75 mmol), conc. HCl (5 mL) to afford 0.120 g of desired product. The reactants are C(C)(=O)Cl (acetyl chloride), C12(CC3(CC(CC(C1)C3)(C2)O)O)O (1,3,5-adamantanetriol). Run in CN(C)C=O (DMF). Conditions: temperature 40 celsius, time 3 hour. Product: C(C)(=O)OC12CC3(CC(CC(C1)C3)(C2)OC(C)=O)OC(C)=O (1,3,5-tris(acetyloxy)adamantane). Yield: 95.0%. As a reaction SMILES: [C:1](Cl)(=[O:3])[CH3:2].[C:5]12([OH:17])[CH2:14][C:9]3([OH:15])[CH2:10][CH:11]([CH2:13][C:7]([OH:16])([CH2:8]3)[CH2:6]1)[CH2:12]2>CN(C=O)C>[C:1]([O:17][C:5]12[CH2:14][C:9]3([O:15][C:9](=[O:15])[CH3:8])[CH2:10][CH:11]([CH2:13][C:7]([O:16][C:7](=[O:16])[CH3:6])([CH2:8]3)[CH2:6]1)[CH2:12]2)(=[O:3])[CH3:2]. Reported procedure: In an atmosphere of nitrogen, 10 mmole of 1,3,5-adamantanetriol obtained by the method of Example 32 and 36 mmole of triethylamine were dissolved in 10 mL of DMF. To the mixture, 33 mmole of acetyl chloride was added dropwise over 30 minutes at 40° C. The mixture was stirred for another 3 hours at 40° C. As a result, the conversion of 1,3,5-adamantanetriol was 99%, and 1,3,5-tris(acetyloxy)adamantane (yield 95%) was formed. Starting materials: NCCS(=O)(=O)O (Taurine), C(C)(C)(C)[C@@H]1CC[C@H](CC1)OC=1C(=C2C=CC(=CC2=CC1)C=O)C(F)(F)F (6-(trans-4-tert-butylcyclohexyloxy)-5-(trifluoromethyl)-2-naphthaldehyde), C(C)O (Ethanol), C(#N)[BH3-].[Na+] (Sodium cyanoborohydride). The product is C(C)(C)(C)[C@@H]1CC[C@H](CC1)OC=1C(=C2C=CC(=CC2=CC1)CNCCS(=O)(=O)O)C(F)(F)F (2-{[6-(trans-4-tert-Butyl-cyclohexyloxy)-5-trifluoromethyl-naphthalen-2-ylmethyl]-amino}-ethanesulfonic acid). RXN SMILES: [NH2:1][CH2:2][CH2:3][S:4]([OH:7])(=[O:6])=[O:5].[C:8]([C@H:12]1[CH2:17][CH2:16][C@H:15]([O:18][C:19]2[C:20]([C:31]([F:34])([F:33])[F:32])=[C:21]3[C:26](=[CH:27][CH:28]=2)[CH:25]=[C:24]([CH:29]=O)[CH:23]=[CH:22]3)[CH2:14][CH2:13]1)([CH3:11])([CH3:10])[CH3:9].C(O)C.C([BH3-])#N.[Na+]>>[C:8]([C@H:12]1[CH2:17][CH2:16][C@H:15]([O:18][C:19]2[C:20]([C:31]([F:32])([F:33])[F:34])=[C:21]3[C:26](=[CH:27][CH:28]=2)[CH:25]=[C:24]([CH2:29][NH:1][CH2:2][CH2:3][S:4]([OH:7])(=[O:6])=[O:5])[CH:23]=[CH:22]3)[CH2:14][CH2:13]1)([CH3:11])([CH3:9])[CH3:10] |f:3.4|. Procedure: Taurine (0.03737 g, 0.2986 mmol) was added to a solution of 6-(trans-4-tert-butylcyclohexyloxy)-5-(trifluoromethyl)-2-naphthaldehyde (0.1130 g, 0.2986 mmol) in Ethanol (3.00 mL, 51.4 mmol) and the mixture was refluxed for 1 hour. The mixture was cooled to room temperature and Sodium cyanoborohydride (0.02252 g, 0.3583 mmol) was added. The mixture was then refluxed overnight. The reaction mixture was cooled to room temperature, washed with saturated aqueous citric acid solution (4 ml), then conce... Solvent: C(C)O (ethyl alcohol). Procedure: A solution of N-{3-[3-(1,3-dioxolan-2-yl)phenoxy]propyl}phthalimide (119.4 g, 0.3 mole) and hydrazine hydrate (78.6 mL, 1.62 mole) in 95% ethyl alcohol (1.5 L) was heated at reflux temperature for 17.5 hours. The thick white mixture was cooled in an ice-water bath, filtered and the solid washed with ice cold 95% ethyl alcohol. The combined filtrate and washings were evaporated under reduced pressure and the residue was partitioned between 940 mL of 5% aqueous sodium hydroxide and 500 mL of dichl... Isolated yield 74.5%. RXN SMILES: [O:1]1[CH2:5][CH2:4][O:3][CH:2]1[C:6]1[CH:7]=[C:8]([CH:24]=[CH:25][CH:26]=1)[O:9][CH2:10][CH2:11][CH2:12][N:13]1C(=O)C2=CC=CC=C2C1=O.O.NN>C(O)C>[O:1]1[CH2:5][CH2:4][O:3][CH:2]1[C:6]1[CH:7]=[C:8]([CH:24]=[CH:25][CH:26]=1)[O:9][CH2:10][CH2:11][CH2:12][NH2:13] |f:1.2|. The product is O1C(OCC1)C=1C=C(OCCCN)C=CC1 (3-[3-(1,3-Dioxolan-2-yl)phenoxy]propylamine). Reactants: O1C(OCC1)C=1C=C(OCCCN2C(C=3C(C2=O)=CC=CC3)=O)C=CC1 (N-{3-[3-(1,3-dioxolan-2-yl)phenoxy]propyl}phthalimide), O.NN (hydrazine hydrate). Starting materials: O (water), ClC1=CC=C(OCCNC(CCC2=C(C=CC=C2)O)=O)C=C1 (N-(4-Chlorophenoxyethyl)-3-(2-hydroxyphenyl)propanamide), BrC(C(=O)OC(C)(C)C)(C)C (tert-butyl 2-bromoisobutyrate), C([O-])([O-])=O.[K+].[K+] (potassium carbonate). Run in C(C)#N (acetonitrile). Reaction conditions: temperature 70 celsius, time 4 day. Product: ClC1=CC=C(OCCNC(=O)CCC2=C(OC(C(=O)OC(C)(C)C)(C)C)C=CC=C2)C=C1 (tert-Butyl 2-[2-[2-[N-2-(4-chlorophenoxy)ethylaminocarbonyl]ethyl]phenoxy]2-methylpropionate). Reaction SMILES: [Cl:1][C:2]1[CH:22]=[CH:21][C:5]([O:6][CH2:7][CH2:8][NH:9][C:10](=[O:20])[CH2:11][CH2:12][C:13]2[CH:18]=[CH:17][CH:16]=[CH:15][C:14]=2[OH:19])=[CH:4][CH:3]=1.C(=O)([O-])[O-].[K+].[K+].Br[C:30]([CH3:39])([CH3:38])[C:31]([O:33][C:34]([CH3:37])([CH3:36])[CH3:35])=[O:32].O>C(#N)C>[Cl:1][C:2]1[CH:22]=[CH:21][C:5]([O:6][CH2:7][CH2:8][NH:9][C:10]([CH2:11][CH2:12][C:13]2[CH:18]=[CH:17][CH:16]=[CH:15][C:14]=2[O:19][C:30]([CH3:39])([CH3:38])[C:31]([O:33][C:34]([CH3:37])([CH3:36])[CH3:35])=[O:32])=[O:20])=[CH:4][CH:3]=1 |f:1.2.3|. Procedure details: N-(4-Chlorophenoxyethyl)-3-(2-hydroxyphenyl)propanamide (11.6 g, 36.3 mmol) was dissolved in acetonitrile (15 mL), and potassium carbonate (15.0 g, 109 mmol) was added thereto. Subsequently, tert-butyl 2-bromoisobutyrate (20.2 g, 90.7 mmol) was added thereto, followed by stirring for 4 days at 70° C. Subsequently, water was added thereto, and the resultant mixture was extracted with ethyl acetate. The organic layer was washed with brine, and the resultant mixture was subjected to drying over anh...